This data is from the Open Reaction Database (ORD), a public repository of structured organic reaction records. The task is: describe an organic reaction: reactants, conditions, products, and yield Starting materials: O=C([O-])[O-], CCOC(=O)N1C(=O)c2ccccc2C1=O, Cl, [K+], [K+], O, NC1CCC(O)CC1. Product: O=C1c2ccccc2C(=O)N1C1CCC(O)CC1. As a reaction SMILES: [C:26](=[O:27])([O-:28])[O-:29].[CH2:1]([O:2][C:4](=[O:3])[N:6]1[C:7](=[O:16])[c:8]2[c:9]([cH:12][cH:13][cH:14][cH:15]2)[C:10]1=[O:11])[CH3:5].[ClH:17].[K+:30].[K+:31].[OH2:32].[OH:18][CH:19]1[CH2:20][CH2:21][CH:22]([NH2:25])[CH2:23][CH2:24]1>>[CH:4]1([N:6]2[C:7](=[O:16])[c:8]3[c:9]([cH:12][cH:13][cH:14][cH:15]3)[C:10]2=[O:11])[CH2:21][CH2:20][CH:19]([OH:18])[CH2:24][CH2:23]1.